Dataset: the Open Reaction Database (ORD), a public repository of structured organic reaction records. Task: describe an organic reaction: reactants, conditions, products, and yield The reactants are [BH4-], COc1c(C)cc2c(c1C)C(=O)CC1(CCC1)N2, CO, ClCCl, [Na+]. The product is COc1c(C)cc2c(c1C)C(O)CC1(CCC1)N2. As a reaction SMILES: [BH4-:19].[CH3:1][O:2][c:3]1[c:4]([CH3:18])[c:5]2[c:13]([cH:14][c:15]1[CH3:16])[NH:12][C:8]1([CH2:7][C:6]2=[O:17])[CH2:9][CH2:10][CH2:11]1.[CH3:21][OH:22].[Cl:23][CH2:24][Cl:25].[Na+:20]>>[CH3:1][O:2][c:3]1[c:4]([CH3:18])[c:5]2[c:13]([cH:14][c:15]1[CH3:16])[NH:12][C:8]1([CH2:7][CH:6]2[OH:17])[CH2:9][CH2:10][CH2:11]1. The reactants are ClCCl, O=[N+]([O-])C=C1C[N+]([O-])=C(c2ccccc2)c2cc(Cl)ccc2N1, ClP(Cl)Cl. The product is O=[N+]([O-])C=C1CN=C(c2ccccc2)c2cc(Cl)ccc2N1. Reaction SMILES: [CH2:28]([Cl:29])[Cl:30].[Cl:1][c:2]1[cH:3][cH:4][c:5]2[c:6]([cH:23]1)[C:7]([c:17]1[cH:18][cH:19][cH:20][cH:21][cH:22]1)=[N+:8]([O-:16])[CH2:9][C:10](=[CH:12][N+:13](=[O:14])[O-:15])[NH:11]2.[Cl:24][P:25]([Cl:26])[Cl:27]>>[Cl:1][c:2]1[cH:3][cH:4][c:5]2[c:6]([cH:23]1)[C:7]([c:17]1[cH:18][cH:19][cH:20][cH:21][cH:22]1)=[N:8][CH2:9][C:10](=[CH:12][N+:13](=[O:14])[O-:15])[NH:11]2.